From a dataset of the Open Reaction Database (ORD), a public repository of structured organic reaction records. describe an organic reaction: reactants, conditions, products, and yield Starting materials: CCO, CC(=O)[O-], CC(C)N(CCN1C(=O)C(=O)c2ccccc21)C(C)C, NNC(=O)NC1CCCCC1, Cl, [Na+], O. The product is CC(C)N(CCN1C(=O)C(=NNC(=O)NC2CCCCC2)c2ccccc21)C(C)C. RXN SMILES: [CH3:33][CH2:34][OH:35].[CH3:37][C:38](=[O:39])[O-:40].[CH:1]([CH3:2])([CH3:3])[N:4]([CH2:5][CH2:6][N:7]1[C:8](=[O:9])[C:10](=[O:11])[c:12]2[cH:13][cH:14][cH:15][cH:16][c:17]21)[CH:18]([CH3:19])[CH3:20].[CH:22]1([NH:28][C:29]([NH:30][NH2:31])=[O:32])[CH2:23][CH2:24][CH2:25][CH2:26][CH2:27]1.[ClH:21].[Na+:36].[OH2:41]>>[CH:1]([CH3:2])([CH3:3])[N:4]([CH2:5][CH2:6][N:7]1[C:8](=[O:9])[C:10](=[N:31][NH:30][C:29]([NH:28][CH:22]2[CH2:23][CH2:24][CH2:25][CH2:26][CH2:27]2)=[O:32])[c:12]2[cH:13][cH:14][cH:15][cH:16][c:17]21)[CH:18]([CH3:19])[CH3:20].